Dataset: the Open Reaction Database (ORD), a public repository of structured organic reaction records. Task: describe an organic reaction: reactants, conditions, products, and yield The reactants are CCc1cccc2cc(C)[nH]c12, CCOCC, [Cl-], O=C(Cl)c1cccc(Cl)c1Cl, [NH4+]. Product: CCc1cccc2c(C(=O)c3cccc(Cl)c3Cl)c(C)[nH]c12. Reaction SMILES: [CH2:1]([CH3:2])[c:3]1[cH:4][cH:5][cH:6][c:7]2[cH:8][c:9]([CH3:12])[nH:10][c:11]12.[CH3:26][CH2:27][O:28][CH2:29][CH3:30].[Cl-:24].[Cl:13][c:14]1[c:15]([C:16](=[O:17])[Cl:18])[cH:19][cH:20][cH:21][c:22]1[Cl:23].[NH4+:25]>>[CH2:1]([CH3:2])[c:3]1[cH:4][cH:5][cH:6][c:7]2[c:8]([C:16]([c:15]3[c:14]([Cl:13])[c:22]([Cl:23])[cH:21][cH:20][cH:19]3)=[O:17])[c:9]([CH3:12])[nH:10][c:11]12. Reactants: ClC=1C=C2C(=C(N(C2=CC1)S(=O)(=O)C1=CC=CC=C1)C(=O)OCC)S(=O)(=O)Cl (ethyl 5-chloro-3-(chlorosulfonyl)-1-(phenylsulfonyl)-1H-indole-2-carboxylate), C(C(=O)O)(=O)O.CN(CCN1CCNCCC1=O)C (4-[2-(dimethylamino)ethyl]-1,4-diazepan-5-one oxalate), BrC=1C=C2C(=C(N(C2=CC1)S(=O)(=O)C1=CC=CC=C1)C(=O)OCC)S(=O)(=O)Cl (ethyl 5-bromo-3-(chlorosulfonyl)-1-(phenylsulfonyl)-1H-indole-2-carboxylate), N1CCOCC1 (morpholine). The product is BrC=1C=C2C(=C(NC2=CC1)C(=O)N)S(=O)(=O)N1CCN(C(CC1)=O)CCN(C)C (5-Bromo-3-({4-[2-(dimethylamino)ethyl]-5-oxo-1,4-diazepan-1-yl}sulfonyl)-1H-indole-2-carboxamide). Reaction SMILES: ClC1C=C2C(=CC=1)[N:7](S(C1C=CC=CC=1)(=O)=O)C(C(OCC)=O)=C2S(Cl)(=O)=O.[Br:29][C:30]1[CH:31]=[C:32]2[C:36](=[CH:37][CH:38]=1)[N:35](S(C1C=CC=CC=1)(=O)=O)[C:34]([C:48]([O:50]CC)=O)=[C:33]2[S:53](Cl)(=[O:55])=[O:54].N1CCOCC1.C(O)(=O)C(O)=O.[CH3:69][N:70]([CH3:81])[CH2:71][CH2:72][N:73]1[C:79](=[O:80])[CH2:78][CH2:77][NH:76][CH2:75][CH2:74]1>>[Br:29][C:30]1[CH:31]=[C:32]2[C:36](=[CH:37][CH:38]=1)[NH:35][C:34]([C:48]([NH2:7])=[O:50])=[C:33]2[S:53]([N:76]1[CH2:77][CH2:78][C:79](=[O:80])[N:73]([CH2:72][CH2:71][N:70]([CH3:81])[CH3:69])[CH2:74][CH2:75]1)(=[O:54])=[O:55] |f:3.4|. Procedure details: Following the procedures described in Steps D and E of Example 1, replacing in Step D ethyl 5-chloro-3-(chlorosulfonyl)-1-(phenylsulfonyl)-1H-indole-2-carboxylate with ethyl 5-bromo-3-(chlorosulfonyl)-1-(phenylsulfonyl)-1H-indole-2-carboxylate, and morpholine with 4-[2-(dimethylamino)ethyl]-1,4-diazepan-5-one oxalate, the title compound was obtained as a white solid. HRMS (ES) exact mass calculated for C18H25BrN5O4S (M+H+): 486.0805. Found 486.0801. Reactants: [Br-], CC(=O)[CH-]C(C)=O, Clc1cccc(OCc2ccccc2)n1, CCCC[Mg+], CN1CCCC1=O, [Fe+3], C1CCOC1. Product: CCCCc1cccc(OCc2ccccc2)n1. RXN SMILES: [Br-:23].[CH-:35]([C:36](=[O:37])[CH3:38])[C:39](=[O:40])[CH3:41].[CH2:1]([c:2]1[cH:3][cH:4][cH:5][cH:6][cH:7]1)[O:8][c:9]1[n:10][c:11]([Cl:15])[cH:12][cH:13][cH:14]1.[CH2:24]([Mg+:25])[CH2:26][CH2:27][CH3:28].[CH3:16][N:17]1[C:18](=[O:22])[CH2:19][CH2:20][CH2:21]1.[Fe+3:34].[O:29]1[CH2:30][CH2:31][CH2:32][CH2:33]1>>[CH2:1]([c:2]1[cH:3][cH:4][cH:5][cH:6][cH:7]1)[O:8][c:9]1[n:10][c:11]([CH2:18][CH2:19][CH2:20][CH3:21])[cH:12][cH:13][cH:14]1. The reactants are [OH-].[Na+] (sodium hydroxide), ClC=1C=CC(=C(C(=O)OC)C1)NC(=O)C1=CC(=CC=C1)C1=CN=CC2=CC=CC=C12 (methyl 5-chloro-2-({[3-(isoquinolin-4-yl)phenyl]carbonyl}amino)benzoate). The solvent is C1CCOC1 (THF). Conditions: time 1 day. Product: ClC=1C=CC(=C(C(=O)[O-])C1)NC(=O)C1=CC(=CC=C1)C1=CN=CC2=CC=CC=C12.[Na+] (sodium 5-chloro-2-({[3-(isoquinolin-4-yl)phenyl]carbonyl}amino)benzoate). Yield: 98.0%. Reaction SMILES: [OH-].[Na+:2].[Cl:3][C:4]1[CH:5]=[CH:6][C:7]([NH:14][C:15]([C:17]2[CH:22]=[CH:21][CH:20]=[C:19]([C:23]3[C:32]4[C:27](=[CH:28][CH:29]=[CH:30][CH:31]=4)[CH:26]=[N:25][CH:24]=3)[CH:18]=2)=[O:16])=[C:8]([CH:13]=1)[C:9]([O:11]C)=[O:10]>C1COCC1>[Cl:3][C:4]1[CH:5]=[CH:6][C:7]([NH:14][C:15]([C:17]2[CH:22]=[CH:21][CH:20]=[C:19]([C:23]3[C:32]4[C:27](=[CH:28][CH:29]=[CH:30][CH:31]=4)[CH:26]=[N:25][CH:24]=3)[CH:18]=2)=[O:16])=[C:8]([CH:13]=1)[C:9]([O-:11])=[O:10].[Na+:2] |f:0.1,4.5|. Procedure details: 20 mL of THF and 1.6 mL of 1N aqueous sodium hydroxide solution were added to 360 mg (0.86 mmol) of methyl 5-chloro-2-({[3-(isoquinolin-4-yl)phenyl]carbonyl}amino)benzoate, and the mixture was stirred at room temperature for one day. THF was distilled off under reduced pressure and water-washing was performed by adding water, thereby giving 360 mg of the target sodium 5-chloro-2-({[3-(isoquinolin-4-yl)phenyl]carbonyl}amino)benzoate (yield: 98%). Starting materials: CCO, O=C(c1ccc([N+](=O)[O-])cc1Cl)N1Cc2ccccc2Cc2ccccc21, NN. Product: Nc1ccc(C(=O)N2Cc3ccccc3Cc3ccccc32)c(Cl)c1. RXN SMILES: [CH3:30][CH2:31][OH:32].[Cl:1][c:2]1[c:3]([C:4](=[O:5])[N:6]2[c:7]3[c:8]([cH:17][cH:18][cH:19][cH:20]3)[CH2:9][c:10]3[c:11]([cH:13][cH:14][cH:15][cH:16]3)[CH2:12]2)[cH:21][cH:22][c:23]([N+:25]([O-:26])=[O:27])[cH:24]1.[NH2:28][NH2:29]>>[Cl:1][c:2]1[c:3]([C:4](=[O:5])[N:6]2[c:7]3[c:8]([cH:17][cH:18][cH:19][cH:20]3)[CH2:9][c:10]3[c:11]([cH:13][cH:14][cH:15][cH:16]3)[CH2:12]2)[cH:21][cH:22][c:23]([NH2:25])[cH:24]1. Starting materials: CC(C)O, Cl, [Na+], [OH-], O, COC(=O)c1ccc(-c2ccccc2)cc1NC(=O)c1cc(C2CCN(C(C)C)CC2)ccc1O. Product: CC(C)N1CCC(c2ccc(O)c(C(=O)Nc3cc(-c4ccccc4)ccc3C(=O)O)c2)CC1. As a reaction SMILES: [CH3:3][CH:4]([OH:5])[CH3:6].[ClH:42].[Na+:2].[OH-:1].[OH2:43].[OH:7][c:8]1[c:9]([C:10](=[O:11])[NH:12][c:13]2[c:14]([C:15](=[O:16])[O:17][CH3:18])[cH:19][cH:20][c:21](-[c:23]3[cH:24][cH:25][cH:26][cH:27][cH:28]3)[cH:22]2)[cH:29][c:30]([CH:33]2[CH2:34][CH2:35][N:36]([CH:39]([CH3:40])[CH3:41])[CH2:37][CH2:38]2)[cH:31][cH:32]1>>[OH:7][c:8]1[c:9]([C:10](=[O:11])[NH:12][c:13]2[c:14]([C:15](=[O:16])[OH:17])[cH:19][cH:20][c:21](-[c:23]3[cH:24][cH:25][cH:26][cH:27][cH:28]3)[cH:22]2)[cH:29][c:30]([CH:33]2[CH2:34][CH2:35][N:36]([CH:39]([CH3:40])[CH3:41])[CH2:37][CH2:38]2)[cH:31][cH:32]1. The yield is 61.9%. The product is C(CC(C)C)S(=O)CCCCCCl (5-chloropentyl isopentyl sulfoxide). Solvent: C(Cl)Cl (methylene chloride), C(Cl)Cl (methylene chloride). Reported procedure: Dissolve 5-chloropentyl isopentyl sulfide (1.0 g, 5.39 mmol) in methylene chloride (25 mL), place under nitrogen atmosphere and cool to -20° C. Add, by dropwise addition, a solution of meta-chloroperbenzoic acid (930 mg, 5.39 mmol) in methylene chloride (25 mL). Stir overnight at room temperature. Add additional meta-chloroperbenzoic acid (930 mg). Stir briefly and filter. Treat with aqueous sodium metabisulfite (until negative starch-iodide test) and separate the layers. Wash the organic phase ... As a reaction SMILES: [CH2:1]([S:6][CH2:7][CH2:8][CH2:9][CH2:10][CH2:11][Cl:12])[CH2:2][CH:3]([CH3:5])[CH3:4].ClC1C=CC=C(C(OO)=[O:21])C=1>C(Cl)Cl>[CH2:1]([S:6]([CH2:7][CH2:8][CH2:9][CH2:10][CH2:11][Cl:12])=[O:21])[CH2:2][CH:3]([CH3:5])[CH3:4]. Run at temperature -20 celsius, time 8 hour. Starting materials: ClC1=CC(=CC=C1)C(=O)OO (meta-chloroperbenzoic acid), C(CC(C)C)SCCCCCCl (5-chloropentyl isopentyl sulfide), ClC1=CC(=CC=C1)C(=O)OO (meta-chloroperbenzoic acid). Reactants: CSC (dimethyl sulfide), BrC1=CC(=C(C(=C1)Cl)/C=C/C(=O)OC)Cl (Methyl (E)-3-(4-bromo-2,6-dichlorophenyl)acrylate), O=[O+][O-] (ozone), O=[O+][O-] (ozone). Solvent: ClCCl (dichloromethane). Yields the product BrC1=CC(=C(C=O)C(=C1)Cl)Cl (4-bromo-2,6-dichlorobenzaldehyde). Reaction SMILES: [Br:1][C:2]1[CH:7]=[C:6]([Cl:8])[C:5](/[CH:9]=C/C(OC)=O)=[C:4]([Cl:15])[CH:3]=1.[O:16]=[O+][O-].CSC>ClCCl>[Br:1][C:2]1[CH:7]=[C:6]([Cl:8])[C:5]([CH:9]=[O:16])=[C:4]([Cl:15])[CH:3]=1. Procedure details: 4-Bromo-2,6-dichloroaniline (5, 80 g) was dissolved in acetone (640 mL), and a 48% hydrogen bromide aqueous solution (120 mL) was added, followed by stirring at 0° C. A sodium nitrite (32 g) aqueous solution (160 mL) was added dropwise thereto, the mixture was stirred for 30 minutes, and methyl acrylate (200 mL), and water (200 mL) were added, followed by stirring for 1 hour. At room temperature, cuprous oxide (2 g) was added, followed by stirring for 2 hours. The reaction solution was extracted... The reactants are CC1([C@@H]([C@@H]1\C=C/C(OCC1=CC=CC=C1)=O)C(=O)O)C ((1R,cis)2,2-dimethyl-3[(Z)3-oxo-3-benzyloxy-1-propenyl]-cyclopropane carboxylic acid), S(=O)(Cl)Cl (thionyl chloride). Run in C=CC(C)=C (isoprene). Run at time 5 hour. The product is CC1([C@@H]([C@@H]1\C=C/C(OCC1=CC=CC=C1)=O)C(=O)Cl)C ((1R,cis)2,2-dimethyl-3[(Z)3-oxo-3-benzyloxy-1-propenyl]-cyclopropane-carboxylic acid chloride). RXN SMILES: [CH3:1][C:2]1([CH3:20])[C@@H:4](/[CH:5]=[CH:6]\[C:7](=[O:16])[O:8][CH2:9][C:10]2[CH:15]=[CH:14][CH:13]=[CH:12][CH:11]=2)[C@H:3]1[C:17](O)=[O:18].S(Cl)([Cl:23])=O>C=CC(=C)C>[CH3:1][C:2]1([CH3:20])[C@@H:4](/[CH:5]=[CH:6]\[C:7](=[O:16])[O:8][CH2:9][C:10]2[CH:15]=[CH:14][CH:13]=[CH:12][CH:11]=2)[C@H:3]1[C:17]([Cl:23])=[O:18]. Procedure: A mixture of 1.6 g of (1R,cis)2,2-dimethyl-3[(Z)3-oxo-3-benzyloxy-1-propenyl]-cyclopropane carboxylic acid, 10 ml of isoprene and 1 ml of thionyl chloride was stirred for 5 hours under a current of nitrogen and then was concentrated to obtain 2 g of (1R,cis)2,2-dimethyl-3[(Z)3-oxo-3-benzyloxy-1-propenyl]-cyclopropane-carboxylic acid chloride which was concentrated to obtain 2 g of (1R,cis)2,2-dimethyl-3-[(Z)3-oxo-3-benzyloxy-1-propenyl]-cyclopropane-carboxylic acid chloride which was used as is ... The reactants are Fc1ncccc1-c1nc2cc(Br)ccn2n1, CC(C)(C)OC(N)=O. The product is CC(C)(C)OC(=O)Nc1ccn2nc(-c3cccnc3F)nc2c1. As a reaction SMILES: [Br:1][c:2]1[cH:3][c:4]2[n:5]([cH:6][cH:7]1)[n:8][c:9](-[c:11]1[c:12]([F:17])[n:13][cH:14][cH:15][cH:16]1)[n:10]2.[C:18]([NH2:19])([O:20][C:21]([CH3:22])([CH3:23])[CH3:24])=[O:25]>>[c:2]1([NH:19][C:18]([O:20][C:21]([CH3:22])([CH3:23])[CH3:24])=[O:25])[cH:3][c:4]2[n:5]([cH:6][cH:7]1)[n:8][c:9](-[c:11]1[c:12]([F:17])[n:13][cH:14][cH:15][cH:16]1)[n:10]2.